Dataset: the Open Reaction Database (ORD), a public repository of structured organic reaction records. Task: describe an organic reaction: reactants, conditions, products, and yield Starting materials: FC1=CC=C(CN2CCNCC2)C=C1 (N-(p-fluorobenzyl)piperazine), CSC(=NC#N)SC (dimethyl cyanodithioiminocarbonate). The solvent is C(C)O (ethanol), C(C)O (ethanol). Yields the product C(#N)N=C(SC)N1CCN(CC1)CC1=CC=C(C=C1)F (N-Cyano-4-(p-fluorobenzyl)-1-piperazinecarboximidothioic acid, methyl ester). As a reaction SMILES: [F:1][C:2]1[CH:14]=[CH:13][C:5]([CH2:6][N:7]2[CH2:12][CH2:11][NH:10][CH2:9][CH2:8]2)=[CH:4][CH:3]=1.[CH3:15][S:16][C:17](SC)=[N:18][C:19]#[N:20]>C(O)C>[C:19]([N:18]=[C:17]([N:10]1[CH2:11][CH2:12][N:7]([CH2:6][C:5]2[CH:13]=[CH:14][C:2]([F:1])=[CH:3][CH:4]=2)[CH2:8][CH2:9]1)[S:16][CH3:15])#[N:20]. Procedure: A 28.7 g. (0.1 mole) portion of N-(p-fluorobenzyl)piperazine was dissolved in 25 ml. of ethanol and then added dropwise over 30 minutes to a stirred solution of 14.6 g. (0.1 mole) of dimethyl cyanodithioiminocarbonate in 200 ml. of ethanol. The mixture was refluxed for 6 hours, the evolved gas being led through a sodium hypochlorite trap. The mixture was then evaporated to a syrup. Reactants: C(C)(=O)OC(C)=O (acetic anhydride), O1CCOC12CCN(CC2)CCC2=C(C=C1CCCNC1=C2)OC (7-(2-(1,4-dioxa-8-azaspiro[4.5]decan-8-yl)ethyl)-6-methoxy-1,2,3,4-tetrahydroquinoline). The solvent is N1=CC=CC=C1 (pyridine). Run at time 90 minute. The product is C(C)(=O)N1CCCC2=CC(=C(C=C12)CCN1CCC2(OCCO2)CC1)OC (1-acetyl-7-[2-(1,4-dioxa-8-azaspiro[4.5]decan-8-yl)ethyl]-6-methoxy-1,2,3,4-tetrahydroquinoline). Reaction SMILES: [C:1](OC(=O)C)(=[O:3])[CH3:2].[O:8]1[C:12]2([CH2:17][CH2:16][N:15]([CH2:18][CH2:19][C:20]3[CH:29]=[C:28]4[C:23]([CH2:24][CH2:25][CH2:26][NH:27]4)=[CH:22][C:21]=3[O:30][CH3:31])[CH2:14][CH2:13]2)[O:11][CH2:10][CH2:9]1>N1C=CC=CC=1>[C:1]([N:27]1[C:28]2[C:23](=[CH:22][C:21]([O:30][CH3:31])=[C:20]([CH2:19][CH2:18][N:15]3[CH2:14][CH2:13][C:12]4([O:11][CH2:10][CH2:9][O:8]4)[CH2:17][CH2:16]3)[CH:29]=2)[CH2:24][CH2:25][CH2:26]1)(=[O:3])[CH3:2]. Procedure: 3 ml of acetic anhydride and 3 ml of pyridine were added to 251 mg of 7-(2-(1,4-dioxa-8-azaspiro[4.5]decan-8-yl)ethyl)-6-methoxy-1,2,3,4-tetrahydroquinoline, and the obtained mixture was then stirred at room temperature for 90 minutes. The reaction solution was concentrated under a reduced pressure. The residue was diluted with ethyl acetate and then washed with water and a saturated sodium chloride aqueous solution. The organic layer was dried over magnesium sulfate and then concentrated under ... RXN SMILES: [CH2:1]([c:2]1[cH:3][cH:4][cH:5][cH:6][cH:7]1)[C:8]#[N:9].[CH2:20]([CH:21]=[CH2:22])[Br:23].[CH2:24]1[O:25][CH2:26][CH2:27][CH2:28]1.[CH3:11][Si:12]([N-:13][Si:14]([CH3:15])([CH3:16])[CH3:17])([CH3:18])[CH3:19].[Li+:10]>>[CH:1]([c:2]1[cH:3][cH:4][cH:5][cH:6][cH:7]1)([C:8]#[N:9])[CH2:22][CH:21]=[CH2:20]. The product is C=CCC(C#N)c1ccccc1. Reactants: N#CCc1ccccc1, C=CCBr, C1CCOC1, C[Si](C)(C)[N-][Si](C)(C)C, [Li+]. Reactants: CCOC(=O)C.O (EtOAc H2O), COC1=NC=C(C=C1OC)B1OC(C(O1)(C)C)(C)C (2,3-dimethoxy-5-(4,4,5,5-tetramethyl-1,3,2-dioxaborolan-2-yl)pyridine), C([O-])([O-])=O.[Cs+].[Cs+] (cesium carbonate), COC1=NC=C(C=C1OC)B1OC(C(O1)(C)C)(C)C (2,3-dimethoxy-5-(4,4,5,5-tetramethyl-1,3,2-dioxaborolan-2-yl)pyridine), BrC=1C=C2CN(C(C2=CC1)=O)C=1C=NN(C1)CC#N (2-[4-(5-bromo-1-oxo-isoindolin-2-yl)pyrazol-1-yl]acetonitrile). Reagents/catalysts: C1=CC=C(C=C1)P([C-]2C=CC=C2)C3=CC=CC=C3.C1=CC=C(C=C1)P([C-]2C=CC=C2)C3=CC=CC=C3.Cl[Pd]Cl.[Fe+2] (dppfPdCl2). The solvent is CS(=O)C (DMSO). Reaction conditions: temperature 100 celsius. Product: COC=1C=C(C=NC1OC)C=1C=C2CN(C(C2=CC1)=O)C=1C=NN(C1)CC#N (2-[4-[5-(5,6-dimethoxy-3-pyridyl)-1-oxo-isoindolin-2-yl]pyrazol-1-yl]acetonitrile). Reaction SMILES: [CH3:1][O:2][C:3]1[C:8]([O:9][CH3:10])=[CH:7][C:6](B2OC(C)(C)C(C)(C)O2)=[CH:5][N:4]=1.Br[C:21]1[CH:22]=[C:23]2[C:27](=[CH:28][CH:29]=1)[C:26](=[O:30])[N:25]([C:31]1[CH:32]=[N:33][N:34]([CH2:36][C:37]#[N:38])[CH:35]=1)[CH2:24]2.C(=O)([O-])[O-].[Cs+].[Cs+].CCOC(C)=O.O>CS(C)=O.C1C=CC(P(C2C=CC=CC=2)[C-]2C=CC=C2)=CC=1.C1C=CC(P(C2C=CC=CC=2)[C-]2C=CC=C2)=CC=1.Cl[Pd]Cl.[Fe+2]>[CH3:10][O:9][C:8]1[CH:7]=[C:6]([C:21]2[CH:22]=[C:23]3[C:27](=[CH:28][CH:29]=2)[C:26](=[O:30])[N:25]([C:31]2[CH:32]=[N:33][N:34]([CH2:36][C:37]#[N:38])[CH:35]=2)[CH2:24]3)[CH:5]=[N:4][C:3]=1[O:2][CH3:1] |f:2.3.4,5.6,8.9.10.11|. Reported procedure: As shown in step 5-iii of Scheme 5, 2,3-dimethoxy-5-(4,4,5,5-tetramethyl-1,3,2-dioxaborolan-2-yl)pyridine [Compound 2021, 376 mg, 1.42 mmol; prepared by reacting 5-bromo-2,3-dimethoxypyridine with 4,4,5,5-tetramethyl-2-(4,4,5,5-tetramethyl-1,3,2-dioxaborolan-2-yl)-1,3,2-dioxaborolane], 2-[4-(5-bromo-1-oxo-isoindolin-2-yl)pyrazol-1-yl]acetonitrile (450 mg, 1.42 mmol), and cesium carbonate (925 mg, 2.84 mmol) were taken up in DMSO (7.5 mL) in a sealable tube. Nitrogen gas was bubbled through the s... The product is Cc1ccc(NC(=O)Cc2ccc3c(c2)OCO3)cc1. Reactants: O=C(O)Cc1ccc2c(c1)OCO2, Cc1ccc(N)cc1. RXN SMILES: Cc1ccc(N)cc1.O=C(O)Cc1ccc2c(c1)OCO2.CN(C)C(=[N+](C)C)ON1C2=C(C=CC(=C2)Cl)N=N1.F[P-](F)(F)(F)(F)F.CCN(C(C)C)C(C)C.CN(C)C=O>>Cc1ccc(NC(=O)Cc2ccc3c(c2)OCO3)cc1. The solvent is CN(C)C=O (DMF), CN(C)C=O (DMF), CN(C)C=O (DMF), CN(C)C=O (DMF), CN(C)C=O (DMF), CN(C)C=O (DMF). The yield is 59.9%. The reagents and catalysts are CN(C)C(=[N+](C)C)ON1C2=C(C=CC(=C2)Cl)N=N1.F[P-](F)(F)(F)(F)F (HCTU), CCN(C(C)C)C(C)C (DIPEA). Run at temperature 25 celsius, time 2 hour.